describe an organic reaction: reactants, conditions, products, and yield From a dataset of the Open Reaction Database (ORD), a public repository of structured organic reaction records. Reactants: O=C([O-])[O-], CC#N, CO, Cl, Cl, [I-], [K+], [K+], [K+], COC(=O)C1CN(CCCl)CCC1CCC(=O)c1ccnc2ccc(OC)cc12, Sc1ccccn1. Product: COC(=O)C1CN(CCSc2ccccn2)CCC1CCC(=O)c1ccnc2ccc(OC)cc12. Reaction SMILES: [C:32](=[O:33])([O-:34])[O-:35].[CH3:47][C:48]#[N:49].[CH3:50][OH:51].[ClH:1].[ClH:2].[I-:39].[K+:36].[K+:37].[K+:38].[O:3]=[C:4]([CH2:5][CH2:6][CH:7]1[CH:8]([C:16](=[O:17])[O:18][CH3:19])[CH2:9][N:10]([CH2:13][CH2:14][Cl:15])[CH2:11][CH2:12]1)[c:20]1[cH:21][cH:22][n:23][c:24]2[cH:25][cH:26][c:27]([O:30][CH3:31])[cH:28][c:29]12.[SH:40][c:41]1[n:42][cH:43][cH:44][cH:45][cH:46]1>>[O:3]=[C:4]([CH2:5][CH2:6][CH:7]1[CH:8]([C:16](=[O:17])[O:18][CH3:19])[CH2:9][N:10]([CH2:13][CH2:14][S:40][c:41]2[n:42][cH:43][cH:44][cH:45][cH:46]2)[CH2:11][CH2:12]1)[c:20]1[cH:21][cH:22][n:23][c:24]2[cH:25][cH:26][c:27]([O:30][CH3:31])[cH:28][c:29]12.